From a dataset of the Open Reaction Database (ORD), a public repository of structured organic reaction records. describe an organic reaction: reactants, conditions, products, and yield The reactants are Cl (HCl), N1[C@H](C(=O)O)CCC1 (L-proline), C(=O)(O)[O-].[Na+] (NaHCO3), succinimide ester, C(C1=CC=CC=C1)OC(=O)N[C@H](C(=O)O)CC (N-benzyloxycarbonyl-2(S)-aminobutyric acid). Solvent: O (water), O (water), C(OC)COC (dimethoxyethane). Run at time 5 hour. The product is C(C1=CC=CC=C1)OC(=O)N[C@H](C(=O)N1[C@H](C(=O)O)CCC1)CC (1-(N-benzyloxycarbonyl-2(S)-aminobutyryl)-L-proline). Reaction SMILES: [NH:1]1[CH2:8][CH2:7][CH2:6][C@H:2]1[C:3]([OH:5])=[O:4].C([O-])(O)=O.[Na+].[CH2:14]([O:21][C:22]([NH:24][C@@H:25]([CH2:29][CH3:30])[C:26](O)=[O:27])=[O:23])[C:15]1[CH:20]=[CH:19][CH:18]=[CH:17][CH:16]=1.Cl>O.C(COC)OC>[CH2:14]([O:21][C:22]([NH:24][C@@H:25]([CH2:29][CH3:30])[C:26]([N:1]1[CH2:8][CH2:7][CH2:6][C@H:2]1[C:3]([OH:5])=[O:4])=[O:27])=[O:23])[C:15]1[CH:20]=[CH:19][CH:18]=[CH:17][CH:16]=1 |f:1.2|. Procedure: A solution of 2.1395 g of L-proline (18.6 mmol) and 1.56 g of NaHCO3 (18.6 mmol) in water (20 ml) is treated with a solution of 4.138 g of the succinimide ester of N-benzyloxycarbonyl-2(S)-aminobutyric acid (12.4 mmol) prepared as in Example 3 b), in dimethoxyethane (25 ml). After 5 hours, 12.4 ml of water are added, the resulting mixture is acidified to pH=2 with concentrated HCl and is extracted with ethyl acetate. The extracts are dried and are evaporated, which leads to a syrup. Reactants: C(C1=CC=CC=C1)N1CCC2=CC(=CC=C12)O (1-benzylindolin-5-ol), [N+](=O)([O-])C1=CC=C(C=C1)N=C=O (4-nitrophenylisocyanate), Example 2 ( 2 ). The product is [N+](=O)([O-])C1=CC=C(C=C1)NC(OC=1C=C2CCN(C2=CC1)CC1=CC=CC=C1)=O (1-benzylindolin-5-yl 4-nitrophenylcarbamate), solid. Yield: 6.0%. RXN SMILES: [CH2:1]([N:8]1[C:16]2[C:11](=[CH:12][C:13]([OH:17])=[CH:14][CH:15]=2)[CH2:10][CH2:9]1)[C:2]1[CH:7]=[CH:6][CH:5]=[CH:4][CH:3]=1.[N+:18]([C:21]1[CH:26]=[CH:25][C:24]([N:27]=[C:28]=[O:29])=[CH:23][CH:22]=1)([O-:20])=[O:19]>>[N+:18]([C:21]1[CH:22]=[CH:23][C:24]([NH:27][C:28](=[O:29])[O:17][C:13]2[CH:12]=[C:11]3[C:16](=[CH:15][CH:14]=2)[N:8]([CH2:1][C:2]2[CH:3]=[CH:4][CH:5]=[CH:6][CH:7]=2)[CH2:9][CH2:10]3)=[CH:25][CH:26]=1)([O-:20])=[O:19]. Procedure: The title compound was synthesized from 1-benzylindolin-5-ol (70.0 mg, 0.311 mmol) using the same procedure employed for Example 2 (2), but with 4-nitrophenylisocyanate instead of 4-isopropylphenylisocyanate. The product was obtained as a slightly yellow solid (7.1 mg, 6%) having the following characteristics. Isolated yield 62.0%. Reported procedure: To a solution of methyl 5-(4-methoxyphenyl)-2-({[(trichloroacetyl)amino]carbonyl}amino)thiophene-3-carboxylate (1.36 g, 3 mmol) in anhydrous THF (20 mL) was added a solution of [Me2Al-3-Boc-(S)-3-aminohomopiperidine] in THF (preformed by the careful addition of Me3Al (2.0 M in hexanes, 3.0 mL, 6.0 mmol) to a solution of (S)-3-amino-azepane-1-carboxylic acid tert-butyl ester in 10 nL of THF at −78° C. followed by warming to room temperature under nitrogen and stirring for an additional 15 min.). ... As a reaction SMILES: [CH3:1][O:2][C:3]1[CH:8]=[CH:7][C:6]([C:9]2[S:13][C:12]([NH:14][C:15]([NH:17]C(=O)C(Cl)(Cl)Cl)=[O:16])=[C:11]([C:24]([O:26]C)=O)[CH:10]=2)=[CH:5][CH:4]=1.C[Al](C)C.[C:32]([O:36][C:37]([N:39]1[CH2:45][CH2:44][CH2:43][CH2:42][C@H:41]([NH2:46])[CH2:40]1)=[O:38])([CH3:35])([CH3:34])[CH3:33].[C@H](O)(C([O-])=O)[C@@H](O)C([O-])=O.[Na+].[K+]>C1COCC1.CCOC(C)=O.O>[NH2:17][C:15]([NH:14][C:12]1[S:13][C:9]([C:6]2[CH:5]=[CH:4][C:3]([O:2][CH3:1])=[CH:8][CH:7]=2)=[CH:10][C:11]=1[C:24]([NH:46][C@H:41]1[CH2:42][CH2:43][CH2:44][CH2:45][N:39]([C:37]([O:36][C:32]([CH3:35])([CH3:34])[CH3:33])=[O:38])[CH2:40]1)=[O:26])=[O:16] |f:3.4.5|. Product: NC(=O)NC=1SC(=CC1C(=O)N[C@@H]1CN(CCCC1)C(=O)OC(C)(C)C)C1=CC=C(C=C1)OC (tert-Butyl(3S)-3-({[2-[(aminocarbonyl)amino]-5-(4-methoxyphenyl)-3-thienyl]carbonyl}amino)azepane-1-carboxylate). Reaction conditions: time 15 minute. Solvent: CCOC(=O)C (EtOAc), O (H2O), C1CCOC1 (THF), C1CCOC1 (THF), C1CCOC1 (THF). The reactants are aqueous solution, [C@@H]([C@H](C(=O)[O-])O)(C(=O)[O-])O.[Na+].[K+] (Rochelle's salt), C[Al](C)C (Me3Al), C(C)(C)(C)OC(=O)N1C[C@H](CCCC1)N ((S)-3-amino-azepane-1-carboxylic acid tert-butyl ester), COC1=CC=C(C=C1)C1=CC(=C(S1)NC(=O)NC(C(Cl)(Cl)Cl)=O)C(=O)OC (methyl 5-(4-methoxyphenyl)-2-({[(trichloroacetyl)amino]carbonyl}amino)thiophene-3-carboxylate), Me2Al 3-Boc-(S)-3-aminohomopiperidine. Reactants: C(C1=CC=CC=C1)ONC(CCCCCCBr)=O (7-bromo-heptanoic acid benzyloxy-amide), N1C(C2=C3C(C=CC=C13)=CC=C2)=O (benzo[cd]indol-2(1H)-one), C([O-])([O-])=O.[K+].[K+] (potassium carbonate). Product: C(C1=CC=CC=C1)ONC(CCCCCCN1C(C2=C3C(C=CC=C13)=CC=C2)=O)=O (7-(2-oxo-2H-benzo[cd]indol-1-yl)-heptanoic acid benzyloxyamide). As a reaction SMILES: [CH2:1]([O:8][NH:9][C:10](=[O:18])[CH2:11][CH2:12][CH2:13][CH2:14][CH2:15][CH2:16]Br)[C:2]1[CH:7]=[CH:6][CH:5]=[CH:4][CH:3]=1.[NH:19]1[C:27]2[C:22]3[C:23](=[CH:28][CH:29]=[CH:30][C:21]=3[C:20]1=[O:31])[CH:24]=[CH:25][CH:26]=2.C(=O)([O-])[O-].[K+].[K+]>>[CH2:1]([O:8][NH:9][C:10](=[O:18])[CH2:11][CH2:12][CH2:13][CH2:14][CH2:15][CH2:16][N:19]1[C:27]2[C:22]3[C:23](=[CH:28][CH:29]=[CH:30][C:21]=3[C:20]1=[O:31])[CH:24]=[CH:25][CH:26]=2)[C:2]1[CH:7]=[CH:6][CH:5]=[CH:4][CH:3]=1 |f:2.3.4|. Procedure details: In a manner analogous to that of example 2(b), 7-bromo-heptanoic acid benzyloxy-amide 0.46 g, 1.5 mmol) was reacted with benzo[cd]indol-2(1H)-one (0.25 g, 1.5 mmol) in the presence of potassium carbonate (0.2 g, 1.4 mmol) to give 7-(2-oxo-2H-benzo[cd]indol-1-yl)-heptanoic acid benzyloxyamide as an amorphous solid (yield 0.08 g, 13%; purified by column chromatography using silica gel and ethyl acetate:heptane=1:1 as an eluent). MS (M+H+)=403. Starting materials: C1CCOC1, CC(=O)O, C[Si](C)(C)[N-][Si](C)(C)C, COc1cccc2c1nc(C(F)F)n2-c1nc(Cl)nc(N2CCOCC2)n1, Nc1ccncn1, [Na+], O. The product is COc1cccc2c1nc(C(F)F)n2-c1nc(Nc2ccncn2)nc(N2CCOCC2)n1. As a reaction SMILES: [CH2:49]1[O:50][CH2:51][CH2:52][CH2:53]1.[CH3:45][C:46](=[O:47])[OH:48].[CH3:9][Si:10]([N-:11][Si:12]([CH3:13])([CH3:14])[CH3:15])([CH3:16])[CH3:17].[Cl:18][c:19]1[n:20][c:21](-[n:31]2[c:32]([CH:42]([F:43])[F:44])[n:33][c:34]3[c:35]2[cH:36][cH:37][cH:38][c:39]3[O:40][CH3:41])[n:22][c:23]([N:25]2[CH2:26][CH2:27][O:28][CH2:29][CH2:30]2)[n:24]1.[NH2:1][c:2]1[n:3][cH:4][n:5][cH:6][cH:7]1.[Na+:8].[OH2:54]>>[NH:1]([c:2]1[n:3][cH:4][n:5][cH:6][cH:7]1)[c:19]1[n:20][c:21](-[n:31]2[c:32]([CH:42]([F:43])[F:44])[n:33][c:34]3[c:35]2[cH:36][cH:37][cH:38][c:39]3[O:40][CH3:41])[n:22][c:23]([N:25]2[CH2:26][CH2:27][O:28][CH2:29][CH2:30]2)[n:24]1. Reactants: CCC(=O)Cl, CC#N, O=C1NC2C=CC1C2, O, c1ccncc1. The product is CCC(=O)N1C(=O)C2C=CC1C2. RXN SMILES: [C:15]([CH2:16][CH3:17])(=[O:18])[Cl:19].[CH3:21][C:22]#[N:23].[CH:1]12[NH:2][C:3](=[O:8])[CH:4]([CH:5]=[CH:6]1)[CH2:7]2.[OH2:20].[cH:9]1[cH:10][cH:11][n:12][cH:13][cH:14]1>>[CH:1]12[N:2]([C:15]([CH2:16][CH3:17])=[O:18])[C:3](=[O:8])[CH:4]([CH:5]=[CH:6]1)[CH2:7]2. Starting materials: O=C([O-])[O-], CC(C)(C)C(=O)OCCl, CN(C)C=O, [K+], [K+], O, O=c1[nH]nc2ccc(OCCCN3CCC(OC(c4ccccc4)c4ccccc4)CC3)nn12. Reaction SMILES: [C:35](=[O:36])([O-:37])[O-:38].[C:41]([C:42]([CH3:43])([CH3:44])[CH3:45])(=[O:46])[O:47][CH2:48][Cl:49].[CH3:51][N:52]([CH3:53])[CH:54]=[O:55].[K+:39].[K+:40].[OH2:50].[c:1]1([CH:7]([O:8][CH:9]2[CH2:10][CH2:11][N:12]([CH2:15][CH2:16][CH2:17][O:18][c:19]3[cH:20][cH:21][c:22]4[n:23]([n:24]3)[c:25](=[O:28])[nH:26][n:27]4)[CH2:13][CH2:14]2)[c:29]2[cH:30][cH:31][cH:32][cH:33][cH:34]2)[cH:2][cH:3][cH:4][cH:5][cH:6]1>>[c:1]1([CH:7]([O:8][CH:9]2[CH2:10][CH2:11][N:12]([CH2:15][CH2:16][CH2:17][O:18][c:19]3[cH:20][cH:21][c:22]4[n:23]([n:24]3)[c:25](=[O:28])[n:26]([CH2:48][O:47][C:41]([C:42]([CH3:43])([CH3:44])[CH3:45])=[O:46])[n:27]4)[CH2:13][CH2:14]2)[c:29]2[cH:30][cH:31][cH:32][cH:33][cH:34]2)[cH:2][cH:3][cH:4][cH:5][cH:6]1. Yields the product CC(C)(C)C(=O)OCn1nc2ccc(OCCCN3CCC(OC(c4ccccc4)c4ccccc4)CC3)nn2c1=O. The reactants are ClC1=C(OCC(=O)O)C=CC(=C1)C(F)(F)F ((2-chloro-4-trifluoromethyl-phenoxy)-acetic acid), ClC=1C=C(C=CC1CN1CCCC1)N (3-chloro-4-pyrrolidin-1-ylmethyl-phenylamine). Product: ClC=1C=C(C=CC1CN1CCCC1)NC(COC1=C(C=C(C=C1)C(F)(F)F)Cl)=O (N-(3-chloro-4-pyrrolidin-1-ylmethyl-phenyl)-2-(2-chloro-4-trifluoromethyl phenoxy)-acetamide). RXN SMILES: [Cl:1][C:2]1[CH:12]=[C:11]([C:13]([F:16])([F:15])[F:14])[CH:10]=[CH:9][C:3]=1[O:4][CH2:5][C:6]([OH:8])=O.[Cl:17][C:18]1[CH:19]=[C:20]([NH2:30])[CH:21]=[CH:22][C:23]=1[CH2:24][N:25]1[CH2:29][CH2:28][CH2:27][CH2:26]1>>[Cl:17][C:18]1[CH:19]=[C:20]([NH:30][C:6](=[O:8])[CH2:5][O:4][C:3]2[CH:9]=[CH:10][C:11]([C:13]([F:16])([F:15])[F:14])=[CH:12][C:2]=2[Cl:1])[CH:21]=[CH:22][C:23]=1[CH2:24][N:25]1[CH2:26][CH2:27][CH2:28][CH2:29]1. Procedure: The product was prepared according to general working method I from (2-chloro-4-trifluoromethyl-phenoxy)-acetic acid (Z2b) and 3-chloro-4-pyrrolidin-1-ylmethyl-phenylamine (140b).